This data is from the Open Reaction Database (ORD), a public repository of structured organic reaction records. The task is: describe an organic reaction: reactants, conditions, products, and yield The reactants are CCO, O=[N+]([O-])c1ccc(N2CCN(CCF)CC2)cn1. Product: Nc1ccc(N2CCN(CCF)CC2)cn1. As a reaction SMILES: [CH3:19][CH2:20][OH:21].[F:1][CH2:2][CH2:3][N:4]1[CH2:5][CH2:6][N:7]([c:10]2[cH:11][n:12][c:13]([N+:16]([O-:17])=[O:18])[cH:14][cH:15]2)[CH2:8][CH2:9]1>>[F:1][CH2:2][CH2:3][N:4]1[CH2:5][CH2:6][N:7]([c:10]2[cH:11][n:12][c:13]([NH2:16])[cH:14][cH:15]2)[CH2:8][CH2:9]1. Starting materials: I(=O)(=O)(=O)[O-].[Na+] (sodium periodate), BrC=1N(N=C2N(CCCC21)C2=C(C=C(C=C2C)C)C)C (3-bromo-2-methyl-7-(2,4,6-trimethyl-phenyl)-4,5,6,7-tetrahydro-2H-pyrazolo[3,4-b]pyridine), C(C)(C)O (isopropanol). The reagents and catalysts are O.[Ru](=O)=O (Ruthenium(IV) oxide hydrate). The solvent is C(Cl)(Cl)(Cl)Cl (carbon tetrachloride), O (water). The product is BrC=1N(N=C2N(C(CCC21)=O)C2=C(C=C(C=C2C)C)C)C (3-bromo-2-methyl-7-(2,4,6-trimethylphenyl)-2,4,5,7-tetrahydro-pyrazolo[3,4-b]pyridin-6-one). As a reaction SMILES: I([O-])(=O)(=O)=O.[Na+].[Br:7][C:8]1[N:9]([CH3:26])[N:10]=[C:11]2[C:16]=1[CH2:15][CH2:14][CH2:13][N:12]2[C:17]1[C:22]([CH3:23])=[CH:21][C:20]([CH3:24])=[CH:19][C:18]=1[CH3:25].C([OH:30])(C)C>O.C(Cl)(Cl)(Cl)Cl.O.[Ru](=O)=O>[Br:7][C:8]1[N:9]([CH3:26])[N:10]=[C:11]2[C:16]=1[CH2:15][CH2:14][C:13](=[O:30])[N:12]2[C:17]1[C:22]([CH3:23])=[CH:21][C:20]([CH3:24])=[CH:19][C:18]=1[CH3:25] |f:0.1,6.7|. Reported procedure: Ruthenium(IV) oxide hydrate (22 mg) was dissolved in 35 mL water and sodium periodate (684 mg) was added. This mixture was rapidly stirred while 3-bromo-2-methyl-7-(2,4,6-trimethyl-phenyl)-4,5,6,7-tetrahydro-2H-pyrazolo[3,4-b]pyridine (1-3; 505 mg) in 25 mL carbon tetrachloride was added dropwise. After the mixture had stirred at room temperature over night, isopropanol was added and the mixture was stirred for an additional hour. The mixture was then filtered through diatomaceous earth and extr... Starting materials: 17.5, C(C=C)N1C(NC2=C1C=CC=C2)=O (1,3-dihydro-1-(2-propenyl)-2H-benzimidazol-2-one), [OH-].[Na+] (sodium hydroxide), BrCCCCl (1-bromo-3-chloropropane). The reagents and catalysts are [Cl-].C(C)[N+](CC1=CC=CC=C1)(CC)CC (N,N,N-triethylbenzenemethanaminium chloride). The solvent is O (water). Run at time 5 hour. Product: 21, ClCCCN1C(N(C2=C1C=CC=C2)CC=C)=O (1-(3-chloropropyl)-1,3-dihydro-3-(2-propenyl)-2H-benzimidazol-2-one). Isolated yield 84.0%. As a reaction SMILES: [CH2:1]([N:4]1[C:8]2[CH:9]=[CH:10][CH:11]=[CH:12][C:7]=2[NH:6][C:5]1=[O:13])[CH:2]=[CH2:3].[OH-].[Na+].Br[CH2:17][CH2:18][CH2:19][Cl:20]>[Cl-].C([N+](CC)(CC)CC1C=CC=CC=1)C.O>[Cl:20][CH2:19][CH2:18][CH2:17][N:6]1[C:7]2[CH:12]=[CH:11][CH:10]=[CH:9][C:8]=2[N:4]([CH2:1][CH:2]=[CH2:3])[C:5]1=[O:13] |f:1.2,4.5|. Procedure details: To a stirred and heated mixture of 17.5 parts of 1,3-dihydro-1-(2-propenyl)-2H-benzimidazol-2-one, 5-parts of N,N,N-triethylbenzenemethanaminium chloride and 150 parts of a sodium hydroxide solution 60% are added dropwise 20.5 parts of 1-bromo-3-chloropropane at 60° C. Upon completion, stirring at 60° C. is continued for 5 hours. The reaction mixture is cooled, water is added and the product is extracted with trichloromethane. The extract is dried, filtered and evaporated, yielding 21 parts (84%... Reactants: C1(=CC=CC=C1)S(=O)(=O)C=1C(=NN2C1N=C(C=C2N2CCN(CC2)C)Cl)SC (3-benzenesulphonyl-5-chloro-7-(4-methyl-piperazin-1-yl)-2-methylsulphanyl-pyrazolo[1,5-a]pyrimidine), [Na] (sodium), C(CO)O (ethylene glycol), ice water. Run at time 1 hour. The product is C1(=CC=CC=C1)S(=O)(=O)C=1C(=NN2C1N=C(C=C2N2CCN(CC2)C)OCCO)SC (2-[3-benzenesulphonyl-7-(4-methylpiperazin-1-yl)-2-methylsulphanyl-pyrazolo[1,5-a]pyrimidin-5-yloxy]-ethanol). Isolated yield 69.0%. As a reaction SMILES: [Na].[C:2]1([S:8]([C:11]2[C:12]([S:28][CH3:29])=[N:13][N:14]3[C:19]([N:20]4[CH2:25][CH2:24][N:23]([CH3:26])[CH2:22][CH2:21]4)=[CH:18][C:17](Cl)=[N:16][C:15]=23)(=[O:10])=[O:9])[CH:7]=[CH:6][CH:5]=[CH:4][CH:3]=1.[CH2:30]([OH:33])[CH2:31][OH:32]>>[C:2]1([S:8]([C:11]2[C:12]([S:28][CH3:29])=[N:13][N:14]3[C:19]([N:20]4[CH2:25][CH2:24][N:23]([CH3:26])[CH2:22][CH2:21]4)=[CH:18][C:17]([O:32][CH2:31][CH2:30][OH:33])=[N:16][C:15]=23)(=[O:10])=[O:9])[CH:7]=[CH:6][CH:5]=[CH:4][CH:3]=1 |^1:0|. Procedure details: 0.115 g (5 mmol) of sodium was added to 20 ml of ethylene glycol and this solution was treated with 0.22 g (0.5 mmol) of 3-benzenesulphonyl-5-chloro-7-(4-methyl-piperazin-1-yl)-2-methylsulphanyl-pyrazolo[1,5-a]pyrimidine and subsequently stirred at 80° for 1 hr. After cooling to RT the reaction solution was poured on to 70 ml of ice-water and extracted three times with 50 ml of AcOEt. The combined organic phases were dried (MgSO4), filtered and evaporated. Chromatography (SiO2, CH2Cl2/MeOH/NH4OH...